This data is from the Open Reaction Database (ORD), a public repository of structured organic reaction records. The task is: describe an organic reaction: reactants, conditions, products, and yield The product is N#Cc1ccc(-n2ccnc2)c(C(F)(F)F)c1. RXN SMILES: [Cl:1][c:2]1[c:3]([C:10]([F:11])([F:12])[F:13])[cH:4][c:5]([C:6]#[N:7])[cH:8][cH:9]1.[nH:14]1[cH:15][n:16][cH:17][cH:18]1>>[c:2]1(-[n:14]2[cH:15][n:16][cH:17][cH:18]2)[c:3]([C:10]([F:11])([F:12])[F:13])[cH:4][c:5]([C:6]#[N:7])[cH:8][cH:9]1. Starting materials: N#Cc1ccc(Cl)c(C(F)(F)F)c1, c1c[nH]cn1. Reactants: ClC1=C(C=CC=C1)C1C(=C(NC(=C1C(=O)OC)C)C)S(=O)C1=CC=C(C=C1)OC ((-)-4-(2-chlorophenyl)-3-(4-methoxyphenyl)sulfinyl-5-methoxycarbonyl-2,6-dimethyl-1,4-dihydropyridine), II, ClC1=CC(=CC=C1)C(=O)OO (m-chloroperbenzoic acid). Run in ClCCl (dichloromethane). Conditions: temperature 0 celsius, time 24 hour. Product: ClC1=C(C=CC=C1)C1C(=C(NC(=C1C(=O)OC)C)C)S(=O)(=O)C1=CC=C(C=C1)OC ((-)-4-(2-chlorophenyl)-3-(4-methoxyphenyl)sulfonyl-5-methoxycarbonyl-2,6-dimethyl-1,4-dihydropyridine). RXN SMILES: [Cl:1][C:2]1[CH:7]=[CH:6][CH:5]=[CH:4][C:3]=1[CH:8]1[C:13]([C:14]([O:16][CH3:17])=[O:15])=[C:12]([CH3:18])[NH:11][C:10]([CH3:19])=[C:9]1[S:20]([C:22]1[CH:27]=[CH:26][C:25]([O:28][CH3:29])=[CH:24][CH:23]=1)=[O:21].ClC1C=CC=C(C(OO)=[O:38])C=1>ClCCl>[Cl:1][C:2]1[CH:7]=[CH:6][CH:5]=[CH:4][C:3]=1[CH:8]1[C:13]([C:14]([O:16][CH3:17])=[O:15])=[C:12]([CH3:18])[NH:11][C:10]([CH3:19])=[C:9]1[S:20]([C:22]1[CH:27]=[CH:26][C:25]([O:28][CH3:29])=[CH:24][CH:23]=1)(=[O:38])=[O:21]. Reported procedure: To a solution of (-)-4-(2-chlorophenyl)-3-(4-methoxyphenyl)sulfinyl-5-methoxycarbonyl-2,6-dimethyl-1,4-dihydropyridine (1.4 g), prepared as in Preparation II above, in dichloromethane (300 ml), cooled to 0° C., was added m-chloroperbenzoic acid (660 mg). After stirring for 24 hours, the reaction mixture was washed with aqueous NaHCO3, dried over MgSO4, and evaporated to dryness. The residue was chromatographed on silica gel (1:1 dichloromethane/ethyl acetate) and recrystallized from dichlorometh... The reactants are CC(=O)OCCn1ccc2c([N+](=O)[O-])cccc2c1=O, CO, [H][H]. The product is CC(=O)OCCn1ccc2c(N)cccc2c1=O. Reaction SMILES: [C:1]([CH3:2])(=[O:3])[O:4][CH2:5][CH2:6][n:7]1[c:8](=[O:20])[c:9]2[cH:10][cH:11][cH:12][c:13]([N+:17]([O-:18])=[O:19])[c:14]2[cH:15][cH:16]1.[CH3:23][OH:24].[H:21][H:22]>>[C:1]([CH3:2])(=[O:3])[O:4][CH2:5][CH2:6][n:7]1[c:8](=[O:20])[c:9]2[cH:10][cH:11][cH:12][c:13]([NH2:17])[c:14]2[cH:15][cH:16]1. The reactants are CCN(C(C)C)C(C)C, CCC(=O)c1csc(NC(=O)C(NC(=O)C(N)c2ccc(OCCN3CCOCC3)cc2)C(C)c2ccccc2)n1, O=C(Cl)OC(Cl)(Cl)Cl, C1CCOC1. Yields the product CCC(=O)c1csc(NC(=O)C(C(C)c2ccccc2)N2C(=O)NC(c3ccc(OCCN4CCOCC4)cc3)C2=O)n1. As a reaction SMILES: [CH:42]([N:43]([CH:44]([CH3:45])[CH3:46])[CH2:47][CH3:48])([CH3:49])[CH3:50].[NH2:1][CH:2]([C:3](=[O:4])[NH:5][CH:6]([C:7](=[O:8])[NH:9][c:10]1[s:11][cH:12][c:13]([C:15]([CH2:16][CH3:17])=[O:18])[n:14]1)[CH:19]([CH3:20])[c:21]1[cH:22][cH:23][cH:24][cH:25][cH:26]1)[c:27]1[cH:28][cH:29][c:30]([O:33][CH2:34][CH2:35][N:36]2[CH2:37][CH2:38][O:39][CH2:40][CH2:41]2)[cH:31][cH:32]1.[O:51]=[C:52]([Cl:53])[O:54][C:55]([Cl:56])([Cl:57])[Cl:58].[O:59]1[CH2:60][CH2:61][CH2:62][CH2:63]1>>[NH:1]1[CH:2]([c:27]2[cH:28][cH:29][c:30]([O:33][CH2:34][CH2:35][N:36]3[CH2:37][CH2:38][O:39][CH2:40][CH2:41]3)[cH:31][cH:32]2)[C:3](=[O:4])[N:5]([CH:6]([C:7](=[O:8])[NH:9][c:10]2[s:11][cH:12][c:13]([C:15]([CH2:16][CH3:17])=[O:18])[n:14]2)[CH:19]([CH3:20])[c:21]2[cH:22][cH:23][cH:24][cH:25][cH:26]2)[C:52]1=[O:51]. Starting materials: C(#N)CC(=O)O (cyanoacetic acid), C1(CCCCC1)N=C=NC1CCCCC1 (N,N′-dicyclohexylcarbodiimide), N1(CCCC1)C1=CC=NC=C1 (4-(1-pyrrolidinyl)pyridine), C[Si](CCO)(C)C (2-(Trimethylsilyl)ethanol). Run in C(C)OCC (diethylether). Reaction conditions: time 3 hour. Product: C[Si](CCOC(CC#N)=O)(C)C (2-(Trimethylsilyl)ethylcyanoacetate). Reaction SMILES: [CH3:1][Si:2]([CH3:7])([CH3:6])[CH2:3][CH2:4][OH:5].[C:8]([CH2:10][C:11](O)=[O:12])#[N:9].C1(N=C=NC2CCCCC2)CCCCC1.N1(C2C=CN=CC=2)CCCC1>C(OCC)C>[CH3:1][Si:2]([CH3:7])([CH3:6])[CH2:3][CH2:4][O:5][C:11](=[O:12])[CH2:10][C:8]#[N:9]. Reported procedure: 2000 mg (16.91 mmol) 2-(Trimethylsilyl)ethanol are dissolved in 160 ml diethylether. 1307 mg (15.38 mmol) cyanoacetic acid, 3489 mg (16.91 mmol) N,N′-dicyclohexylcarbodiimide and 227 mg (1.54 mmol) 4-(1-pyrrolidinyl)pyridine are added. The mixture is stirred at room temperature for 3 hours under an argon atmosphere and kept at room temperature overnight. The suspension is filtered and the filtrate is washed twice with 5% aqueous acetic acid and twice with water. The organic phase is dried over s... Reactants: COc1ccc(C(=O)Cl)cc1, COc1cc2nccc(Oc3ccc4c(N)nn(C)c4c3)c2cc1OC, c1ccncc1. Product: COc1ccc(C(=O)Nc2nn(C)c3cc(Oc4ccnc5cc(OC)c(OC)cc45)ccc23)cc1. As a reaction SMILES: [C:27]([c:28]1[cH:29][cH:30][c:31]([O:34][CH3:35])[cH:32][cH:33]1)(=[O:36])[Cl:37].[CH3:1][O:2][c:3]1[cH:4][c:5]2[c:6]([O:15][c:16]3[cH:17][cH:18][c:19]4[c:20]([NH2:26])[n:21][n:22]([CH3:25])[c:23]4[cH:24]3)[cH:7][cH:8][n:9][c:10]2[cH:11][c:12]1[O:13][CH3:14].[cH:38]1[cH:39][cH:40][n:41][cH:42][cH:43]1>>[CH3:1][O:2][c:3]1[cH:4][c:5]2[c:6]([O:15][c:16]3[cH:17][cH:18][c:19]4[c:20]([NH:26][C:27]([c:28]5[cH:29][cH:30][c:31]([O:34][CH3:35])[cH:32][cH:33]5)=[O:36])[n:21][n:22]([CH3:25])[c:23]4[cH:24]3)[cH:7][cH:8][n:9][c:10]2[cH:11][c:12]1[O:13][CH3:14]. Starting materials: [Mn](=O)(=O)(=O)[O-].[K+] (potassium permanganate), C(=O)C=1C=CC2=C(C(=CO2)CCNC(C)=O)C1 (N-[2-(5-Formyl-1-benzofuran-3-yl)ethyl]acetamide). Run in CC(=O)C.O (acetone water), CC(=O)C (acetone). Reaction conditions: time 2 hour. Product: C(C)(=O)NCCC1=COC2=C1C=C(C=C2)C(=O)O (3-[2-(Acetylamino)ethyl]-1-benzofuran-5-carboxylic acid). As a reaction SMILES: [Mn]([O-])(=O)(=O)=[O:2].[K+].[CH:7]([C:9]1[CH:10]=[CH:11][C:12]2[O:16][CH:15]=[C:14]([CH2:17][CH2:18][NH:19][C:20](=[O:22])[CH3:21])[C:13]=2[CH:23]=1)=[O:8]>CC(C)=O.O.CC(C)=O>[C:20]([NH:19][CH2:18][CH2:17][C:14]1[C:13]2[CH:23]=[C:9]([C:7]([OH:2])=[O:8])[CH:10]=[CH:11][C:12]=2[O:16][CH:15]=1)(=[O:22])[CH3:21] |f:0.1,3.4|. Procedure details: 2.7 g of potassium permanganate in 50 ml of an acetone/water mixture (50/50) are added at room temperature to a solution of 6.88 mmol of the product obtained in Step D in 30 ml of acetone. The solution is stirred for 2 hours at room temperature and then filtered. The filtrate is concentrated under reduced pressure and chromatographed over silica gel to yield the title product. Starting materials: BrCCC1=C(C=CC=C1)S(=O)(=O)O (2-(2-bromoethyl)benzenesulfonic acid), aqueous solution, [OH-].[Na+] (sodium hydroxide). Run at time 1 hour. The product is C=CC=1C(=CC=CC1)S(=O)(=O)[O-].[Na+] (sodium o-styrenesulfonate). RXN SMILES: Br[CH2:2][CH2:3][C:4]1[CH:9]=[CH:8][CH:7]=[CH:6][C:5]=1[S:10]([OH:13])(=[O:12])=[O:11].[OH-].[Na+:15]>>[CH2:2]=[CH:3][C:4]1[C:5]([S:10]([O-:13])(=[O:12])=[O:11])=[CH:6][CH:7]=[CH:8][CH:9]=1.[Na+:15] |f:1.2,3.4|. Procedure details: Next, 2-(2-bromoethyl)benzenesulfonic acid (10 g) was slowly added dropwise to a 1-mol/L aqueous solution of sodium hydroxide (100 mL), and the whole was stirred for 1 hour at room temperature. After that, the resultant was refluxed for 4 hours, and was then subjected to a dehydrobromination reaction, whereby sodium o-styrenesulfonate was obtained.